This data is from the Open Reaction Database (ORD), a public repository of structured organic reaction records. The task is: describe an organic reaction: reactants, conditions, products, and yield Starting materials: CC(C)(C)OC(=O)NC(C(=O)O)C12CC3CC(CC(O)(C3)C1)C2, O=C(O)C(=O)C12CC3CC(CC(O)(C3)C1)C2. RXN SMILES: [CH3:1][C:2]([CH3:3])([O:4][C:5](=[O:6])[NH:7][CH:8]([C:9](=[O:10])[OH:11])[C:12]12[CH2:13][C:14]3([OH:22])[CH2:15][CH:16]([CH2:17][CH:18]([CH2:19]1)[CH2:20]3)[CH2:21]2)[CH3:23].[OH:24][C:25]12[CH2:26][CH:27]3[CH2:28][CH:29]([CH2:30][C:31]([C:32](=[O:33])[C:34]([OH:35])=[O:36])([CH2:37]3)[CH2:38]1)[CH2:39]2>>[NH2:7][CH:8]([C:9](=[O:10])[OH:11])[C:12]12[CH2:13][C:14]3([OH:22])[CH2:15][CH:16]([CH2:17][CH:18]([CH2:19]1)[CH2:20]3)[CH2:21]2. Yields the product NC(C(=O)O)C12CC3CC(CC(O)(C3)C1)C2. Solvent: CN(C)C=O (DMF). Reactants: Cl.N1C(=NC=C1)CCC1=CC=C(C(=O)O)C=C1 (4-[2-(Imidazol-2-yl)ethyl]benzoic acid hydrochloride), CN1CCOCC1 (NMM), C(CCl)Cl (EDC), Cl.NC[C@@H](C(=O)OC(C)(C)C)NS(=O)(=O)C1=CC=CC=C1 (tert-Butyl 3-amino-2(S)-phenylsulfonylaminopropionate hydrochloride), C=1C=CC2=C(C1)N=NN2O (HOBT). As a reaction SMILES: Cl.[NH:2]1[CH:6]=[CH:5][N:4]=[C:3]1[CH2:7][CH2:8][C:9]1[CH:17]=[CH:16][C:12]([C:13]([OH:15])=[O:14])=[CH:11][CH:10]=1.Cl.[NH2:19][CH2:20][C@H:21]([NH:29][S:30]([C:33]1[CH:38]=[CH:37][CH:36]=[CH:35][CH:34]=1)(=[O:32])=[O:31])[C:22]([O:24][C:25]([CH3:28])([CH3:27])[CH3:26])=[O:23].C1C=CC2N(O)N=NC=2C=1.CN1CCOCC1.C(Cl)CCl>CN(C=O)C>[C:13]([OH:15])(=[O:14])[CH3:12].[C:25]([O:24][C:22](=[O:23])[C@@H:21]([NH:29][S:30]([C:33]1[CH:38]=[CH:37][CH:36]=[CH:35][CH:34]=1)(=[O:32])=[O:31])[CH2:20][NH:19][C:13](=[O:15])[C:12]1[CH:11]=[CH:10][C:9]([CH2:8][CH2:7][C:3]2[NH:2][CH:6]=[CH:5][N:4]=2)=[CH:17][CH:16]=1)([CH3:28])([CH3:26])[CH3:27] |f:0.1,2.3,8.9|. Run at time 8 hour. Reported procedure: Acid 23-5 (ca 2 mmol), amine 2-1 (700 mg, 2.0 mmol), HOBT (324 mg, 2.4 mmol), and NMM (0.77 mL, 7.0 mmol) were combined in 10 mL DMF at -15°, then EDC (364 mg, 1.9 mmol) was added The mixture was warmed to RT, stirred overnight, then concentrated. Flash chromatography (silica, 4:1:1 CH2Cl2 /MeOH/HOAc) provided 23-6, Rf 0.22 (silica, 4:1:1 CH2Cl2 :MeOH:HOAc). Yields the product C(C)(=O)O.C(C)(C)(C)OC([C@H](CNC(C1=CC=C(C=C1)CCC=1NC=CN1)=O)NS(=O)(=O)C1=CC=CC=C1)=O (4-[2-(Imidazol-2-yl)ethyl]benzoyl-2(S)-phenylsulfonylamino-β-alanine tert-butyl ester acetate). The reactants are [Br-].[Br-].[Br-].[Br-].C1(=CC=CC=C1)[N+](C)(C)C.C1(=CC=CC=C1)[N+](C)(C)C.C1(=CC=CC=C1)[N+](C)(C)C.C1(=CC=CC=C1)[N+](C)(C)C (phenyltrimethylammonium bromide tribromide), P(Cl)(Cl)(Cl)(Cl)Cl (phosphorus pentachloride), C1(=CC=CC=C1)C1CCCCC(N1)=O (7-phenyl-hexahydroazepin-2-one), N1=CC=CC=C1 (pyridine). Run in C(Cl)Cl (methylene chloride), C(Cl)Cl (methylene chloride). Run at temperature 0 celsius, time 3 hour. Yields the product BrC1C(NC(CCC1)C1=CC=CC=C1)=O (3-Bromo-7-phenyl-hexahydroazepin-2-one). RXN SMILES: P(Cl)(Cl)(Cl)(Cl)Cl.[C:7]1([CH:13]2[NH:19][C:18](=[O:20])[CH2:17][CH2:16][CH2:15][CH2:14]2)[CH:12]=[CH:11][CH:10]=[CH:9][CH:8]=1.N1C=CC=CC=1.[Br-:27].[Br-].[Br-].[Br-].C1([N+](C)(C)C)C=CC=CC=1.C1([N+](C)(C)C)C=CC=CC=1.C1([N+](C)(C)C)C=CC=CC=1.C1([N+](C)(C)C)C=CC=CC=1>C(Cl)Cl>[Br:27][CH:17]1[CH2:16][CH2:15][CH2:14][CH:13]([C:7]2[CH:8]=[CH:9][CH:10]=[CH:11][CH:12]=2)[NH:19][C:18]1=[O:20] |f:3.4.5.6.7.8.9.10|. Procedure details: To a 250 ml round-bottomed flask equipped with N2 inlet were added 5.12 g (24.6 mmol) phosphorus pentachloride and 45 ml methylene chloride. To the stirring mixture cooled to 0° C. was added dropwise over 20 minutes, a solution of 4.65 g (24.6 mmol) 7-phenyl-hexahydroazepin-2-one and 3.98 ml (49.2 mmol) pyridine in 40 ml methylene chloride. To the stirring mixture at 0° C. was then added 9.25 g (24.6 mmol) phenyltrimethylammonium bromide tribromide. The reaction was then allowed to warm to room ... The reactants are COC=1SC2=C(N1)C(=CC=C2CC#N)OC ((2,4-dimethoxy-1,3-benzothiazol-7-yl)-acetonitrile), [OH-].[K+] (potassium hydroxide), CO.O (methanol water). The product is COC=1SC2=C(N1)C(=CC=C2CC(=O)O)OC ((2,4-Dimethoxy-1,3-benzothiazol-7-yl)acetic acid). RXN SMILES: [CH3:1][O:2][C:3]1[S:4][C:5]2[C:11]([CH2:12][C:13]#N)=[CH:10][CH:9]=[C:8]([O:15][CH3:16])[C:6]=2[N:7]=1.[OH-:17].[K+].C[OH:20].O>>[CH3:1][O:2][C:3]1[S:4][C:5]2[C:11]([CH2:12][C:13]([OH:20])=[O:17])=[CH:10][CH:9]=[C:8]([O:15][CH3:16])[C:6]=2[N:7]=1 |f:1.2,3.4|. Reported procedure: A solution of (2,4-dimethoxy-1,3-benzothiazol-7-yl)-acetonitrile (3.61 g, J. Med. Chem., 1987, 30, 1166) and potassium hydroxide (3.45 g) in methanol:water (2:1, 150 ml) was heated to reflux for 6.5 hours. The reaction was cooled and the solvents evaporated under reduced pressure. Water (50 ml) was added and the aqueous layer extracted with diethyl ether. The aqueous layer was then acidified to pH4/5 with acetic acid and extracted with ethyl acetate. The combined organic layers were washed (wate... Reactants: Cl.CC1=C(C=CC(=C1)C)C(=O)C1CCNCC1 ((2,4-dimethylphenyl)piperidin-4-ylmethanone hydrochloride), C[C@H]1N(C(OC1)=O)C1=CC=C(C(=O)O)C=C1 ((R)-4-(4-methyl-2-oxooxazolidin-3-yl)benzoic acid). Product: CC1=C(C(=O)C2CCN(CC2)C(=O)C2=CC=C(C=C2)N2C(OC[C@H]2C)=O)C=CC(=C1)C ((R)-3-{4-[4-(2,4-dimethylbenzoyl)piperidine-1-carbonyl]phenyl}-4-methyloxazolidin-2-one). The yield is 104.5%. Reaction SMILES: Cl.[CH3:2][C:3]1[CH:8]=[C:7]([CH3:9])[CH:6]=[CH:5][C:4]=1[C:10]([CH:12]1[CH2:17][CH2:16][NH:15][CH2:14][CH2:13]1)=[O:11].[CH3:18][C@@H:19]1[CH2:23][O:22][C:21](=[O:24])[N:20]1[C:25]1[CH:33]=[CH:32][C:28]([C:29](O)=[O:30])=[CH:27][CH:26]=1>>[CH3:2][C:3]1[CH:8]=[C:7]([CH3:9])[CH:6]=[CH:5][C:4]=1[C:10]([CH:12]1[CH2:13][CH2:14][N:15]([C:29]([C:28]2[CH:27]=[CH:26][C:25]([N:20]3[C@H:19]([CH3:18])[CH2:23][O:22][C:21]3=[O:24])=[CH:33][CH:32]=2)=[O:30])[CH2:16][CH2:17]1)=[O:11] |f:0.1|. Procedure: By reaction and treatment in the same manner as in Example 49 and using (2,4-dimethylphenyl)piperidin-4-ylmethanone hydrochloride (253 mg) and (R)-4-(4-methyl-2-oxooxazolidin-3-yl)benzoic acid (211 mg) described in Preparation Example 37, the title compound (419 mg) was obtained.